Dataset: the Open Reaction Database (ORD), a public repository of structured organic reaction records. Task: describe an organic reaction: reactants, conditions, products, and yield The reactants are ClCCCl, [NH3+]c1cc(F)c(F)cc1CN(CC(=O)O)C(=O)OCc1ccccc1, CCN(C(C)C)C(C)C, ClCCl, O=C([O-])C(F)(F)F, O, On1nnc2ccccc21. Product: O=C1CN(C(=O)OCc2ccccc2)Cc2cc(F)c(F)cc2N1. Reaction SMILES: [CH2:33]([Cl:34])[CH2:35][Cl:36].[CH2:8]([c:9]1[cH:10][cH:11][cH:12][cH:13][cH:14]1)[O:15][C:16](=[O:17])[N:18]([CH2:19][C:20](=[O:21])[OH:22])[CH2:23][c:24]1[c:25]([NH3+:32])[cH:26][c:27]([F:31])[c:28]([F:30])[cH:29]1.[CH:47]([N:48]([CH2:49][CH3:50])[CH:51]([CH3:52])[CH3:53])([CH3:54])[CH3:55].[Cl:56][CH2:57][Cl:58].[F:1][C:2]([F:3])([F:4])[C:5]([O-:6])=[O:7].[OH2:59].[OH:37][n:38]1[c:39]2[c:40]([cH:41][cH:42][cH:43][cH:44]2)[n:45][n:46]1>>[CH2:8]([c:9]1[cH:10][cH:11][cH:12][cH:13][cH:14]1)[O:15][C:16](=[O:17])[N:18]1[CH2:19][C:20](=[O:21])[NH:32][c:25]2[c:24]([cH:29][c:28]([F:30])[c:27]([F:31])[cH:26]2)[CH2:23]1. Reactants: [Al+3], CC(C)(C)OC(=O)N1CCc2ccc(C(=O)O)cc2C1, C1CCOC1, [H-], [H-], [H-], [H-], [Li+]. The product is CC(C)(C)OC(=O)N1CCc2ccc(CO)cc2C1. As a reaction SMILES: [Al+3:22].[C:1]([CH3:2])([CH3:3])([CH3:4])[O:5][C:6](=[O:7])[N:8]1[CH2:9][c:10]2[cH:11][c:12]([C:18](=[O:19])[OH:20])[cH:13][cH:14][c:15]2[CH2:16][CH2:17]1.[CH2:27]1[O:28][CH2:29][CH2:30][CH2:31]1.[H-:21].[H-:24].[H-:25].[H-:26].[Li+:23]>>[C:1]([CH3:2])([CH3:3])([CH3:4])[O:5][C:6](=[O:7])[N:8]1[CH2:9][c:10]2[cH:11][c:12]([CH2:18][OH:19])[cH:13][cH:14][c:15]2[CH2:16][CH2:17]1.